This data is from the Open Reaction Database (ORD), a public repository of structured organic reaction records. The task is: describe an organic reaction: reactants, conditions, products, and yield Starting materials: CC=1C(=C(C=CC1)NC(=S)N)N1CCOCC1 (1-(3-methyl-2-morpholinophenyl)thiourea), O.O.O.C(C)(=O)[O-].[Pb+2].C(C)(=O)[O-] (lead acetate trihydrate), [OH-].[K+] (potassium hydroxide). Solvent: O (water), O (water), O (water). The product is CC=1C(=C(C=CC1)NC#N)N1CCOCC1 (N-(3-methyl-2-morpholinophenyl)cyanamide). As a reaction SMILES: [CH3:1][C:2]1[C:3]([N:12]2[CH2:17][CH2:16][O:15][CH2:14][CH2:13]2)=[C:4]([NH:8][C:9]([NH2:11])=S)[CH:5]=[CH:6][CH:7]=1.O.O.O.C([O-])(=O)C.[Pb+2].C([O-])(=O)C.[OH-].[K+]>O>[CH3:1][C:2]1[C:3]([N:12]2[CH2:17][CH2:16][O:15][CH2:14][CH2:13]2)=[C:4]([NH:8][C:9]#[N:11])[CH:5]=[CH:6][CH:7]=1 |f:1.2.3.4.5.6,7.8|. Reported procedure: A mixture of 1-(3-methyl-2-morpholinophenyl)thiourea (6 g) suspended in water (40 ml), lead acetate trihydrate (9 g) in water (40 ml), potassium hydroxide (13.5 g) in water (35 ml) was heated at 90°-95° C. for 1 hour to give N-(3-methyl-2-morpholinophenyl)cyanamide (m.p. 137°-138° C.) which was recrystallised from ethyl acetate. Starting materials: FC=1C=C(C=C(C1)F)CCC(=O)O (3-(3,5-difluorophenyl)propanoic acid), CO (methanol). Run in O1CCCC1 (tetrahydrofuran). Reaction conditions: time 2 hour. Yields the product FC=1C=C(C=C(C1)F)CCCO (3-(3,5-Difluorophenyl)propanol). Isolated yield 94.6%. As a reaction SMILES: [F:1][C:2]1[CH:3]=[C:4]([CH2:9][CH2:10][C:11](O)=[O:12])[CH:5]=[C:6]([F:8])[CH:7]=1.CO>O1CCCC1>[F:1][C:2]1[CH:3]=[C:4]([CH2:9][CH2:10][CH2:11][OH:12])[CH:5]=[C:6]([F:8])[CH:7]=1. Reported procedure: Borane-tetrahydrofuran complex (0.095 mol) was added to a cooled (0°) solution of 3-(3,5-difluorophenyl)propanoic acid (0.043 mol) in tetrahydrofuran (75 ml). The reaction was stirred 2 hours at room temperature, then methanol was carefully added and the reaction was concentrated. The crude product was dissolved in ethyl ether, washed with water, dried over sodium sulfate and concentrated to yield 7 g (95%) of an oily product. The reactants are CO, CC(=O)OCc1ccc(Cl)nc1Cl, [Na+], [OH-]. The product is OCc1ccc(Cl)nc1Cl. Reaction SMILES: [CH3:16][OH:17].[Cl:1][c:2]1[n:3][c:4]([Cl:13])[cH:5][cH:6][c:7]1[CH2:8][O:9][C:10](=[O:11])[CH3:12].[Na+:15].[OH-:14]>>[Cl:1][c:2]1[n:3][c:4]([Cl:13])[cH:5][cH:6][c:7]1[CH2:8][OH:9]. Reactants: Cl[SiH](C)C (Chlorodimethylsilane), C(#N)CC(=O)OCC#C (propargyl cyanoacetate), solution. Reagents/catalysts: [Pt] (platinum). The solvent is xylenes, C1(=CC=CC=C1)C (toluene). Conditions: temperature 80 celsius, time 3 hour. Product: C(#N)CC(=O)OCC=C[Si](C)(C)Cl (cyanoacetoxypropenylchlorodimethylsilane). As a reaction SMILES: [Cl:1][SiH:2]([CH3:4])[CH3:3].[C:5]([CH2:7][C:8]([O:10][CH2:11][C:12]#[CH:13])=[O:9])#[N:6]>C1(C)C=CC=CC=1.[Pt]>[C:5]([CH2:7][C:8]([O:10][CH2:11][CH:12]=[CH:13][Si:2]([Cl:1])([CH3:4])[CH3:3])=[O:9])#[N:6]. Procedure details: Chlorodimethylsilane (29.59 g, 0.313 mol) was added dropwise at 80° C. to a solution of 35.0 g (0.284 mol) propargyl cyanoacetate, 0.1 g of a solution of 1,3 divinyl- 1,1,3,3-tetramethyldisiloxane/Pt(0) complex containing 5 wt % platinum in xylenes (Karstedt catalyst) and 50 ml toluene under a nitrogen blanket. The reaction was stirred 3 hours at 80° C. after the addition. An IR spectrum confirmed disappearance of Sill at 2160 cm-1. After removing low-boiling volatiles by rotary evaporation, the... Reported procedure: To a solution of 3-(nitro-4-n-butylamino)-benzophenone (5.96 g.; 0.02 mole) in ethanol (200 ml.) is added palladium on charcoal (5%; 0.1 g.). The mixture is hydrogenated until theoretical uptake of hydrogen has occurred (about three hours) and then let stand at room temperature overnight. The reaction mixture is filtered to remove the catalyst and the filtrate concentrated under vacuum to afford 4.75 g. (88.6% yield) of 3-amino-4-n-butylaminobenzophenone. RXN SMILES: [N+]([N:4](CCCC)[C:5]1[CH:6]=[C:7]([CH:16]=[CH:17][CH:18]=1)[C:8]([C:10]1[CH:15]=[CH:14][CH:13]=[CH:12][CH:11]=1)=[O:9])([O-])=O.[H][H]>C(O)C.[Pd]>[NH2:4][C:5]1[CH:6]=[C:7]([CH:16]=[CH:17][C:18]=1[NH:4][CH2:5][CH2:18][CH2:17][CH3:16])[C:8]([C:10]1[CH:11]=[CH:12][CH:13]=[CH:14][CH:15]=1)=[O:9]. Yields the product NC=1C=C(C(=O)C2=CC=CC=C2)C=CC1NCCCC (3-amino-4-n-butylaminobenzophenone). The solvent is C(C)O (ethanol). Yield: 88.6%. The reagents and catalysts are [Pd] (palladium on charcoal). Run at time 8 hour. The reactants are [N+](=O)([O-])N(C=1C=C(C(=O)C2=CC=CC=C2)C=CC1)CCCC (3-(nitro-4-n-butylamino)-benzophenone), [H][H] (hydrogen). RXN SMILES: [C:1](=[O:2])([O:3][CH3:4])[CH:5]([CH3:6])[c:7]1[nH:8][c:9]2[cH:10][cH:11][cH:12][cH:13][c:14]2[c:15]1[C:16](=[O:17])[CH:18]1[N:19]([C:29](=[O:30])[O:31][C:32]([CH3:33])([CH3:34])[CH3:35])[CH:20]([c:23]2[cH:24][n:25][cH:26][cH:27][cH:28]2)[S:21][CH2:22]1.[Li+:39].[O:40]1[CH2:41][CH2:42][CH2:43][CH2:44]1.[OH-:38].[OH2:36].[OH2:37]>>[C:1](=[O:2])([OH:3])[CH:5]([CH3:6])[c:7]1[nH:8][c:9]2[cH:10][cH:11][cH:12][cH:13][c:14]2[c:15]1[C:16](=[O:17])[CH:18]1[N:19]([C:29](=[O:30])[O:31][C:32]([CH3:33])([CH3:34])[CH3:35])[CH:20]([c:23]2[cH:24][n:25][cH:26][cH:27][cH:28]2)[S:21][CH2:22]1. Reactants: COC(=O)C(C)c1[nH]c2ccccc2c1C(=O)C1CSC(c2cccnc2)N1C(=O)OC(C)(C)C, [Li+], C1CCOC1, [OH-], O, O. Yields the product CC(C(=O)O)c1[nH]c2ccccc2c1C(=O)C1CSC(c2cccnc2)N1C(=O)OC(C)(C)C. Yields the product CC(=O)NCC1CCN(C(C)c2ccccc2)C1C(N)=O. Starting materials: CC(O)=S, CCOCC, CC(c1ccccc1)N1CCC(CN=[N+]=[N-])C1C(N)=O. As a reaction SMILES: [C:1]([CH3:2])(=[S:3])[OH:4].[CH3:25][CH2:26][O:27][CH2:28][CH3:29].[N:5](=[N+:6]=[N-:7])[CH2:8][CH:9]1[CH:10]([C:22](=[O:23])[NH2:24])[N:11]([CH:14]([CH3:15])[c:16]2[cH:17][cH:18][cH:19][cH:20][cH:21]2)[CH2:12][CH2:13]1>>[C:1]([CH3:2])(=[O:4])[NH:5][CH2:8][CH:9]1[CH:10]([C:22](=[O:23])[NH2:24])[N:11]([CH:14]([CH3:15])[c:16]2[cH:17][cH:18][cH:19][cH:20][cH:21]2)[CH2:12][CH2:13]1. The reactants are COc1ccc(N2Cc3cnc(Nc4ccccc4)nc3N(C3CCC(O[Si](C)(C)C(C)(C)C)CC3)C2=O)cc1, ClCCl, O, O=C(O)C(F)(F)F. Product: COc1ccc(N2Cc3cnc(Nc4ccccc4)nc3N(C3CCC(O)CC3)C2=O)cc1. Reaction SMILES: [C:1]([Si:2]([CH3:3])([CH3:4])[O:6][CH:7]1[CH2:8][CH2:9][CH:10]([N:13]2[C:14](=[O:38])[N:15]([c:30]3[cH:31][cH:32][c:33]([O:36][CH3:37])[cH:34][cH:35]3)[CH2:16][c:17]3[c:18]2[n:19][c:20]([NH:23][c:24]2[cH:25][cH:26][cH:27][cH:28][cH:29]2)[n:21][cH:22]3)[CH2:11][CH2:12]1)([CH3:5])([CH3:39])[CH3:40].[Cl:49][CH2:50][Cl:51].[OH2:41].[OH:42][C:43]([C:44]([F:45])([F:46])[F:47])=[O:48]>>[OH:6][CH:7]1[CH2:8][CH2:9][CH:10]([N:13]2[C:14](=[O:38])[N:15]([c:30]3[cH:31][cH:32][c:33]([O:36][CH3:37])[cH:34][cH:35]3)[CH2:16][c:17]3[c:18]2[n:19][c:20]([NH:23][c:24]2[cH:25][cH:26][cH:27][cH:28][cH:29]2)[n:21][cH:22]3)[CH2:11][CH2:12]1. Reactants: [OH-].[Na+] (sodium hydroxide), C(C)OC(=O)C=1N(C2=CC=CC=C2C1)CCC1=CC=C(C=C1)Cl (1-[2-(4-Chloro-phenyl)-ethyl]-1H-indole-2-carboxylic acid ethyl ester), Cl (HCl). Run in O (water), O1CCOCC1 (dioxan). Conditions: temperature 60 celsius. Yields the product ClC1=CC=C(C=C1)CCN1C(=CC2=CC=CC=C12)C(=O)O (1-[2-(4-Chloro-phenyl)-ethyl]-1H-indole-2-carboxylic acid). RXN SMILES: C([O:3][C:4]([C:6]1[N:7]([CH2:15][CH2:16][C:17]2[CH:22]=[CH:21][C:20]([Cl:23])=[CH:19][CH:18]=2)[C:8]2[C:13]([CH:14]=1)=[CH:12][CH:11]=[CH:10][CH:9]=2)=[O:5])C.[OH-].[Na+].Cl>O1CCOCC1.O>[Cl:23][C:20]1[CH:19]=[CH:18][C:17]([CH2:16][CH2:15][N:7]2[C:8]3[C:13](=[CH:12][CH:11]=[CH:10][CH:9]=3)[CH:14]=[C:6]2[C:4]([OH:5])=[O:3])=[CH:22][CH:21]=1 |f:1.2|. Procedure details: 480 mg (1.5 mmol) of 1-[2-(4-Chloro-phenyl)-ethyl]-1H-indole-2-carboxylic acid ethyl ester was dissolved in 5 ml of dioxan and 5 ml of 2N aqueous sodium hydroxide was added. The reaction was heated to 60° C. for 2 h, then was cooled to 0° C. The solution was diluted with 10 ml of water and the pH of the solution was adjusted to between 2 and 3 by the addition of concentrated aqueous HCl, whereupon the product precipitates. The product was filtered off and dried under reduced pressure. Yield: 390... Reagents/catalysts: ClCCl.[Pd+2].[Cl-].[Cl-].ClC1=C([C-](C=C1)P(C1=CC=CC=C1)C1=CC=CC=C1)Cl.[C-]1(C=CC=C1)P(C1=CC=CC=C1)C1=CC=CC=C1.[Fe+2] (dichloro[1,1′-bis(diphenylphosphino)ferrocene]dichloride palladium(II) dichloromethane). RXN SMILES: Cl[C:2]1[N:10]=[C:9]([CH3:11])[N:8]=[C:7]2[C:3]=1[N:4]=[CH:5][N:6]2C1CCCCO1.Br[C:19]1[CH:20]=[C:21](B(O)O)C(F)=N[CH:24]=1.C(=O)([O-])[O-:30].[K+].[K+].COCCOC>ClCCl.[Pd+2].[Cl-].[Cl-].ClC1C=C[C-](P(C2C=CC=CC=2)C2C=CC=CC=2)C=1Cl.[C-]1(P(C2C=CC=CC=2)C2C=CC=CC=2)C=CC=C1.[Fe+2].O>[O:30]1[CH2:24][CH2:19][CH2:20][CH2:21][CH:11]1[C:9]1[N:8]=[C:7]2[C:3]([N:4]=[CH:5][NH:6]2)=[CH:2][N:10]=1 |f:2.3.4,6.7.8.9.10.11.12|. Reaction conditions: temperature 100 celsius, time 2 hour. Reactants: COCCOC (1,2-dimethoxyethane), ClC1=C2N=CN(C2=NC(=N1)C)C1OCCCC1 (6-chloro-2-methyl-9-(tetrahydro-2H-pyran-2-yl)-9H-purine), BrC=1C=C(C(=NC1)F)B(O)O (5-bromo-2-fluoropyridine-3-boronic acid), C([O-])([O-])=O.[K+].[K+] (potassium carbonate). The solvent is O (water). Reported procedure: A glass microwave reaction vessel was charged with 6-chloro-2-methyl-9-(tetrahydro-2H-pyran-2-yl)-9H-purine (0.525 g, 2 mmol), 5-bromo-2-fluoropyridine-3-boronic acid (0.5 g, 2 mmol) (Alfa Aesar, Ward Hill, Mass.), potassium carbonate (0.5 g, 9 mmol), (Aldrich, St. Louis, Mo.) dichloro[1,1′-bis(diphenylphosphino)ferrocene]dichloride palladium(II) dichloromethane adduct (0.2 g, 0.2 mmol) (Strem Chemicals, Inc., Newburyport, Mass.). A deoxygenated mixture of 1,2-dimethoxyethane (10 mL, 96 mmol) (A... The product is O1C(CCCC1)C1=NC=C2N=CNC2=N1 (tetrahydro-2-H-pyran-2-yl-9H-purine).